Dataset: the Open Reaction Database (ORD), a public repository of structured organic reaction records. Task: describe an organic reaction: reactants, conditions, products, and yield The reactants are FC=1C(=C(C(=O)NOCCO)C=C(C1F)/C=N/OCCCC(NC)=O)NC1=C(C=C(C=C1)I)F ((E)-3,4-difluoro-2-(2-fluoro-4-iodo-phenylamino)-N-(2-hydroxy-ethoxy)-5-[(3-methylcarbamoyl-propoxyimino)-methyl]-benzamide), ClCCl (dichloromethane), ClC(C(=O)O)Cl (dichloroacetic acid). Run in C(C)(=O)OCC (ethyl acetate). The product is FC=1C(=C(C(=O)NOCCO)C=C(C1F)CNOCCCC(NC)=O)NC1=C(C=C(C=C1)I)F (3,4-difluoro-2-(2-fluoro-4-iodo-phenylamino)-N-(2-hydroxy-ethoxy)-5-[(3-methylcarbamoyl-propoxyamino)-methyl]-benzamide). The yield is 63.9%. As a reaction SMILES: [F:1][C:2]1[C:3]([NH:26][C:27]2[CH:32]=[CH:31][C:30]([I:33])=[CH:29][C:28]=2[F:34])=[C:4]([CH:12]=[C:13](/[CH:16]=[N:17]/[O:18][CH2:19][CH2:20][CH2:21][C:22](=[O:25])[NH:23][CH3:24])[C:14]=1[F:15])[C:5]([NH:7][O:8][CH2:9][CH2:10][OH:11])=[O:6].ClCCl.ClC(Cl)C(O)=O>C(OCC)(=O)C>[F:1][C:2]1[C:3]([NH:26][C:27]2[CH:32]=[CH:31][C:30]([I:33])=[CH:29][C:28]=2[F:34])=[C:4]([CH:12]=[C:13]([CH2:16][NH:17][O:18][CH2:19][CH2:20][CH2:21][C:22](=[O:25])[NH:23][CH3:24])[C:14]=1[F:15])[C:5]([NH:7][O:8][CH2:9][CH2:10][OH:11])=[O:6]. Procedure details: To (E)-3,4-difluoro-2-(2-fluoro-4-iodo-phenylamino)-N-(2-hydroxy-ethoxy)-5-[(3-methylcarbamoyl-propoxyimino)-methyl]-benzamide (50 mg, 0.084 mmol) obtained in Step C was added dichloromethane (6 ml). The mixture was stirred at room temperature, and borane-pyridine complex (67 μl, 0.673 mmol) and dichloroacetic acid (55 μl, 0.673 mmol) were added thereto. After stirring for 14 hours, the reaction mixture was diluted with ethyl acetate, and washed with purified water and saturated aqueous sodium c... Reactants: N([C@@H](CCC(N)=O)C(=O)O)C(=O)OC(C)(C)C (Boc-Gln-OH), Cl (HCl), N[C@H](CC1=CN(C2=CC=CC=C12)C=O)C(=O)N[C@@H](CC1=CC=CC=C1)C(=O)OCC1=CC=CC=C1 (H-D-Trp(CHO)-Phe-OBzl), C=1C=CC2=C(C1)N=NN2O (HOBT), CCN=C=NCCCN(C)C (WSC). The solvent is CN(C)C=O (DMF), C(Cl)Cl (methylene chloride). Conditions: time 1.5 hour. The product is N([C@@H](CCC(N)=O)C(=O)N[C@H](CC1=CN(C2=CC=CC=C12)C=O)C(=O)N[C@@H](CC1=CC=CC=C1)C(=O)OCC1=CC=CC=C1)C(=O)OC(C)(C)C (Boc-Gln-D-Trp(CHO)-Phe-OBzl). Yield: 95.8%. Reaction SMILES: [NH:1]([C:11]([O:13][C:14]([CH3:17])([CH3:16])[CH3:15])=[O:12])[C@H:2]([C:8]([OH:10])=O)[CH2:3][CH2:4][C:5](=[O:7])[NH2:6].Cl.[NH2:19][C@@H:20]([C:33]([NH:35][C@H:36]([C:44]([O:46][CH2:47][C:48]1[CH:53]=[CH:52][CH:51]=[CH:50][CH:49]=1)=[O:45])[CH2:37][C:38]1[CH:43]=[CH:42][CH:41]=[CH:40][CH:39]=1)=[O:34])[CH2:21][C:22]1[C:30]2[C:25](=[CH:26][CH:27]=[CH:28][CH:29]=2)[N:24]([CH:31]=[O:32])[CH:23]=1.C1C=CC2N(O)N=NC=2C=1.CCN=C=NCCCN(C)C>CN(C=O)C.C(Cl)Cl>[NH:1]([C:11]([O:13][C:14]([CH3:17])([CH3:16])[CH3:15])=[O:12])[C@H:2]([C:8]([NH:19][C@@H:20]([C:33]([NH:35][C@H:36]([C:44]([O:46][CH2:47][C:48]1[CH:49]=[CH:50][CH:51]=[CH:52][CH:53]=1)=[O:45])[CH2:37][C:38]1[CH:39]=[CH:40][CH:41]=[CH:42][CH:43]=1)=[O:34])[CH2:21][C:22]1[C:30]2[C:25](=[CH:26][CH:27]=[CH:28][CH:29]=2)[N:24]([CH:31]=[O:32])[CH:23]=1)=[O:10])[CH2:3][CH2:4][C:5](=[O:7])[NH2:6]. Procedure: To a solution of Boc-Gln-OH (2.10 g), HCl.H-D-Trp(CHO)-Phe-OBzl (4.70 g) and HOBT (1.15 g) in a mixed solvent of methylene chloride (60 ml) and DMF (10 ml), was added WSC (1.41 g) under ice cooling. The reaction mixture was stirred for 1.5 hours at the same temperature and for additional 1.5 hours at room temperature and concentrated under reduced pressure. Water was added to the residue and the resulting precipitates were collected and washed successively with water, diluted sodium hydrogencarb... Starting materials: O=C([O-])[O-], CO, COC(=O)Oc1cc(N2C(=O)C3=CCCCN3C2=O)c(Cl)cc1Cl, Cl, [K+], [K+]. Product: O=C1C2=CCCCN2C(=O)N1c1cc(O)c(Cl)cc1Cl. Reaction SMILES: [C:25](=[O:26])([O-:27])[O-:28].[CH3:32][OH:33].[Cl:1][c:2]1[c:3]([N:14]2[C:15](=[O:24])[N:16]3[C:17](=[CH:18][CH2:19][CH2:20][CH2:21]3)[C:22]2=[O:23])[cH:4][c:5]([O:9][C:10]([O:11][CH3:12])=[O:13])[c:6]([Cl:8])[cH:7]1.[ClH:31].[K+:29].[K+:30]>>[Cl:1][c:2]1[c:3]([N:14]2[C:15](=[O:24])[N:16]3[C:17](=[CH:18][CH2:19][CH2:20][CH2:21]3)[C:22]2=[O:23])[cH:4][c:5]([OH:9])[c:6]([Cl:8])[cH:7]1. The reactants are [BH4-].[Na+] (NaBH4), C1=CN(C=N1)C(=O)N2C=CN=C2 (CDI), C1CCOC1 (THF), BrC1=C(C(=O)O)C=C(C(=C1)F)F (2-bromo-4,5-difluorobenzoic acid). Run in O (water), CCOC(=O)C (EtOAc), C(=O)(O)[O-].[Na+] (NaHCO3). The product is BrC1=C(C=C(C(=C1)F)F)CO ((2-bromo-4,5-difluorophenyl)methanol). RXN SMILES: C1N=CN(C(N2C=NC=C2)=O)C=1.C1COCC1.[Br:18][C:19]1[CH:27]=[C:26]([F:28])[C:25]([F:29])=[CH:24][C:20]=1[C:21](O)=[O:22].[BH4-].[Na+]>CCOC(C)=O.C([O-])(O)=O.[Na+].O>[Br:18][C:19]1[CH:27]=[C:26]([F:28])[C:25]([F:29])=[CH:24][C:20]=1[CH2:21][OH:22] |f:3.4,6.7|. Reported procedure: Solid CDI (4.3 g, 26.4 mmol) was added to a THF solution (130 mL) of 2-bromo-4,5-difluorobenzoic acid and the solution was refluxed. After 3 h the resulting mixture was cooled to room temperature and a water solution (26 mL) of NaBH4 (666 mg, 17.6 mmol) was added. After 10 min the resulting mixture was diluted with EtOAc and 10% aqueous NaHCO3 and the layers were separated. The organic layer was washed with water and brine, dried (Na2SO4), concentrated, and purified via column chromatography to ... Starting materials: CN(C)CC(C)(C)CN, CCN(C(C)C)C(C)C, O=C(Cl)c1ccc([N+](=O)[O-])c(Cl)c1, ClCCl. The product is CN(C)CC(C)(C)CNC(=O)c1ccc([N+](=O)[O-])c(Cl)c1. RXN SMILES: [CH3:23][N:24]([CH2:25][C:26]([CH2:27][NH2:28])([CH3:29])[CH3:30])[CH3:31].[CH:14]([N:15]([CH2:16][CH3:17])[CH:18]([CH3:19])[CH3:20])([CH3:21])[CH3:22].[Cl:1][c:2]1[cH:3][c:4]([C:5](=[O:6])[Cl:7])[cH:8][cH:9][c:10]1[N+:11](=[O:12])[O-:13].[Cl:32][CH2:33][Cl:34]>>[Cl:1][c:2]1[cH:3][c:4]([C:5](=[O:6])[NH:28][CH2:27][C:26]([CH2:25][N:24]([CH3:23])[CH3:31])([CH3:29])[CH3:30])[cH:8][cH:9][c:10]1[N+:11](=[O:12])[O-:13]. The reactants are O=C([O-])[O-], COc1ccc(CCNCCc2ccccc2)cc1OC, CCCI, CC(C)=O, [K+], [K+]. Product: CCCN(CCc1ccccc1)CCc1ccc(OC)c(OC)c1. Reaction SMILES: [C:22](=[O:23])([O-:24])[O-:25].[CH2:1]([CH2:2][c:3]1[cH:4][cH:5][cH:6][cH:7][cH:8]1)[NH:9][CH2:10][CH2:11][c:12]1[cH:13][c:14]([O:20][CH3:21])[c:15]([O:18][CH3:19])[cH:16][cH:17]1.[CH2:28]([CH2:29][CH3:30])[I:31].[CH3:32][C:33](=[O:34])[CH3:35].[K+:26].[K+:27]>>[CH2:1]([CH2:2][c:3]1[cH:4][cH:5][cH:6][cH:7][cH:8]1)[N:9]([CH2:10][CH2:11][c:12]1[cH:13][c:14]([O:20][CH3:21])[c:15]([O:18][CH3:19])[cH:16][cH:17]1)[CH2:28][CH2:29][CH3:30]. Reactants: amine, CS(=O)C=1N=CC2=C(N1)CN(C2)C2=CC(=NC=C2)C(=O)NC2=CC(=CC=C2)C(F)(F)F (4-(2-(Methylsulfinyl)-5H-pyrrolo[3,4-d]pyrimidin-6(7H)-yl)-N-(3-(trifluoromethyl)phenyl)picolinamide), CS(=O)(=O)C=1N=CC2=C(N1)CN(C2)C2=CC(=NC=C2)C(=O)NC2=CC(=CC=C2)C(F)(F)F (4-(2-(methylsulfonyl)-5H-pyrrolo[3,4-d]pyrimidin-6(7H)-yl)-N-(3-(trifluoromethyl)phenyl)picolinamide), [OH-].[NH4+] (ammonium hydroxide), [OH-].[NH4+] (Ammonium hydroxide). Solvent: O1CCOCC1 (1,4-dioxane). Reaction conditions: temperature 90 celsius. The product is FC(C=1C=C(C=CC1)NC(=O)C1=NC=CC(=C1)N1CC=2N=C(N=CC2C1)N)(F)F (4-(2-Amino-5,7-dihydro-pyrrolo[3,4-d]pyrimidin-6-yl)-pyridine-2-carboxylic acid (3-trifluoromethyl-phenyl)-amide). As a reaction SMILES: CS([C:4]1[N:5]=[CH:6][C:7]2[CH2:12][N:11]([C:13]3[CH:18]=[CH:17][N:16]=[C:15]([C:19]([NH:21][C:22]4[CH:27]=[CH:26][CH:25]=[C:24]([C:28]([F:31])([F:30])[F:29])[CH:23]=4)=[O:20])[CH:14]=3)[CH2:10][C:8]=2[N:9]=1)=O.CS(C1[N:37]=CC2CN(C3C=CN=C(C(NC4C=CC=C(C(F)(F)F)C=4)=O)C=3)CC=2N=1)(=O)=O.[OH-].[NH4+]>O1CCOCC1>[F:29][C:28]([F:31])([F:30])[C:24]1[CH:23]=[C:22]([NH:21][C:19]([C:15]2[CH:14]=[C:13]([N:11]3[CH2:12][C:7]4[CH:6]=[N:5][C:4]([NH2:37])=[N:9][C:8]=4[CH2:10]3)[CH:18]=[CH:17][N:16]=2)=[O:20])[CH:27]=[CH:26][CH:25]=1 |f:2.3|. Procedure details: A mixture of 4-(2-(Methylsulfinyl)-5H-pyrrolo[3,4-d]pyrimidin-6(7H)-yl)-N-(3-(trifluoromethyl)phenyl)picolinamide and 4-(2-(methylsulfonyl)-5H-pyrrolo[3,4-d]pyrimidin-6(7H)-yl)-N-(3-(trifluoromethyl)phenyl)picolinamide was suspended in 1,4-dioxane (7 mL). Ammonium hydroxide (30%, 1.5 mL) was added and the reaction was heated at 90° C. for 16 hours. TLC indicated only partial conversion to the desired amine. The solvent was reduced with a nitrogen stream and then additional ammonium hydroxide (1 ... Reactants: ethyl and methyl esters, C(C)N(C(C)=O)C1=C(CCCC1)C(=O)O (2-(N-ethyl-acetamido) cyclohex-1-ene-1-carboxylic acid), C[O-].[Na+] (sodium methoxide). Solvent: O1CCOCC1 (dioxan). Product: C(C)N1C(=O)C=C(C=2CCCCC12)O (1-Ethyl-4-hydroxy-5,6,7,8-tetrahydrocarbostyril). Reaction SMILES: [CH2:1]([N:3]([C:7]1[CH2:12][CH2:11][CH2:10][CH2:9][C:8]=1[C:13]([OH:15])=O)[C:4](=[O:6])[CH3:5])[CH3:2].C[O-].[Na+]>O1CCOCC1>[CH2:1]([N:3]1[C:7]2[CH2:12][CH2:11][CH2:10][CH2:9][C:8]=2[C:13]([OH:15])=[CH:5][C:4]1=[O:6])[CH3:2] |f:1.2|. Procedure details: A solution of the ethyl and methyl esters (60:40 ratio) of 2-(N-ethyl-acetamido) cyclohex-1-ene-1-carboxylic acid (10 g; 0.043 mole) in dry dioxan (100 ml) was treated with sodium methoxide (2.54 g; 0.047 mole) and the mixture heated for 2 hrs. at 100° C. A white solid separated within a few minutes. After cooling the precipate was filtered free of dioxan, taken up in a minimum of water and brought to pH 4 with concentrated hydrochloric acid. The product separated as a white solid which after fi...